Dataset: the Open Reaction Database (ORD), a public repository of structured organic reaction records. Task: describe an organic reaction: reactants, conditions, products, and yield The reactants are ClCC(=O)N(C1=C(C=CC(=C1)OC)C1CC2=CC=C(C=C2CC1)OC)CC (2-chloro-N-ethyl-N-[5-methoxy-2-(6-methoxy-1,2,3,4-tetrahydronaphthalen-2-yl)phenyl]acetamide), C([O-])(O)=O.[Na+] (sodium bicarbonate), N1CCCCC1 (piperidine), C([O-])([O-])=O.[K+].[K+] (potassium carbonate). Run in CN(C=O)C (N,N-dimethylformamide). Run at temperature 60 celsius, time 8 hour. Product: C(C)N(C(CN1CCCCC1)=O)C1=C(C=CC(=C1)OC)C1CC2=CC=C(C=C2CC1)OC (N-Ethyl-N-[5-methoxy-2-(6-methoxy-1,2,3,4-tetrahydronaphthalen-2-yl)phenyl]-2-piperidin-1-ylacetamide). RXN SMILES: Cl[CH2:2][C:3]([N:5]([CH2:26][CH3:27])[C:6]1[CH:11]=[C:10]([O:12][CH3:13])[CH:9]=[CH:8][C:7]=1[CH:14]1[CH2:23][CH2:22][C:21]2[C:16](=[CH:17][CH:18]=[C:19]([O:24][CH3:25])[CH:20]=2)[CH2:15]1)=[O:4].[NH:28]1[CH2:33][CH2:32][CH2:31][CH2:30][CH2:29]1.C(=O)([O-])[O-].[K+].[K+].C(=O)(O)[O-].[Na+]>CN(C)C=O>[CH2:26]([N:5]([C:6]1[CH:11]=[C:10]([O:12][CH3:13])[CH:9]=[CH:8][C:7]=1[CH:14]1[CH2:23][CH2:22][C:21]2[C:16](=[CH:17][CH:18]=[C:19]([O:24][CH3:25])[CH:20]=2)[CH2:15]1)[C:3](=[O:4])[CH2:2][N:28]1[CH2:33][CH2:32][CH2:31][CH2:30][CH2:29]1)[CH3:27] |f:2.3.4,5.6|. Procedure: To a solution of 2-chloro-N-ethyl-N-[5-methoxy-2-(6-methoxy-1,2,3,4-tetrahydronaphthalen-2-yl)phenyl]acetamide (129 mg) in N,N-dimethylformamide (5 ml) were sequentially added piperidine (0.07 ml) and potassium carbonate (184 mg), and the solution was stirred overnight at 60° C. The solution was let to cool, then a saturated aqueous solution of sodium bicarbonate was added thereto, the solution was extracted with ethyl acetate, then washed with brine, dried over anhydrous potassium carbonate, an...